From a dataset of the Open Reaction Database (ORD), a public repository of structured organic reaction records. describe an organic reaction: reactants, conditions, products, and yield The reactants are CCCCC1CCNCC1, CC#N, CC(CI)CN1C(=O)CSc2ccccc21. Product: CCCCC1CCN(CC(C)CN2C(=O)CSc3ccccc32)CC1. RXN SMILES: [CH2:17]([CH2:18][CH2:19][CH3:20])[CH:21]1[CH2:22][CH2:23][NH:24][CH2:25][CH2:26]1.[CH3:27][C:28]#[N:29].[I:1][CH2:2][CH:3]([CH2:4][N:5]1[C:6](=[O:15])[CH2:7][S:8][c:9]2[c:10]1[cH:11][cH:12][cH:13][cH:14]2)[CH3:16]>>[CH2:2]([CH:3]([CH2:4][N:5]1[C:6](=[O:15])[CH2:7][S:8][c:9]2[c:10]1[cH:11][cH:12][cH:13][cH:14]2)[CH3:16])[N:24]1[CH2:23][CH2:22][CH:21]([CH2:17][CH2:18][CH2:19][CH3:20])[CH2:26][CH2:25]1. Starting materials: ClC=1C(=CC2=C(NCNS2(=O)=O)C1)S(N)(=O)=O (6-chloro-3,4-dihydro-1,1-dioxo-7-sulfamoyl-1,2,4-benzothiadiazine), C(=O)([O-])[O-].[Cs+].[Cs+] (Cs2CO3), BrCCBr (1,2-dibromoethane), C(C1=CC=CC=C1)C(C(=O)[O-])Br (benzylbromoacetate). Yields the product BrCCN1S(C2=C(NC1)C=C(C(=C2)S(N)(=O)=O)Cl)(=O)=O (2-(2-bromoethyl)-6-chloro-3,4-dihydro-1,1-dioxo-7-sulfamoyl-1,2,4-benzothiadiazine). RXN SMILES: [Cl:1][C:2]1[C:3]([S:14](=[O:17])(=[O:16])[NH2:15])=[CH:4][C:5]2[S:10](=[O:12])(=[O:11])[NH:9][CH2:8][NH:7][C:6]=2[CH:13]=1.C([O-])([O-])=O.[Cs+].[Cs+].[Br:24][CH2:25][CH2:26]Br.C(C(Br)C([O-])=O)C1C=CC=CC=1>>[Br:24][CH2:25][CH2:26][N:9]1[CH2:8][NH:7][C:6]2[CH:13]=[C:2]([Cl:1])[C:3]([S:14](=[O:17])(=[O:16])[NH2:15])=[CH:4][C:5]=2[S:10]1(=[O:12])=[O:11] |f:1.2.3|. Procedure details: Treat 6-chloro-3,4-dihydro-1,1-dioxo-7-sulfamoyl-1,2,4-benzothiadiazine with Cs2CO3 and substitute 1,2-dibromoethane for benzylbromoacetate in the procedure of Example 6, step A to obtain 2-(2-bromoethyl)-6-chloro-3,4-dihydro-1,1-dioxo-7-sulfamoyl-1,2,4-benzothiadiazine. Reactants: COc1ncc(C(C)N)cn1, CC#N, CCN(C(C)C)C(C)C, N#Cc1cc(Cl)ccc1N1CCc2ncnc(Cl)c2C1. Product: COc1ncc(C(C)Nc2ncnc3c2CN(c2ccc(Cl)cc2C#N)CC3)cn1. Reaction SMILES: [CH3:21][O:22][c:23]1[n:24][cH:25][c:26]([CH:29]([CH3:30])[NH2:31])[cH:27][n:28]1.[CH3:41][C:42]#[N:43].[CH:32]([N:33]([CH2:34][CH3:35])[CH:36]([CH3:37])[CH3:38])([CH3:39])[CH3:40].[Cl:1][c:2]1[cH:3][cH:4][c:5]([N:10]2[CH2:11][c:12]3[c:13]([n:14][cH:15][n:16][c:17]3[Cl:18])[CH2:19][CH2:20]2)[c:6]([C:7]#[N:8])[cH:9]1>>[Cl:1][c:2]1[cH:3][cH:4][c:5]([N:10]2[CH2:11][c:12]3[c:13]([n:14][cH:15][n:16][c:17]3[NH:31][CH:29]([c:26]3[cH:25][n:24][c:23]([O:22][CH3:21])[n:28][cH:27]3)[CH3:30])[CH2:19][CH2:20]2)[c:6]([C:7]#[N:8])[cH:9]1. Reactants: [Al+3], [Cl-], [Cl-], [Cl-], FC(F)(F)c1ccccn1, O. Product: ClC(Cl)(Cl)c1ccccn1. Reaction SMILES: [Al+3:12].[Cl-:11].[Cl-:13].[Cl-:14].[F:1][C:2]([F:3])([F:4])[c:5]1[n:6][cH:7][cH:8][cH:9][cH:10]1.[OH2:15]>>[C:2]([c:5]1[n:6][cH:7][cH:8][cH:9][cH:10]1)([Cl:11])([Cl:13])[Cl:14]. Reactants: S(O)(O)(=O)=O (sulfuric acid), NC(C#N)C1=C(C=C(C=C1)Cl)F (2-amino-2-(4-chloro-2-fluorophenyl)acetonitrile), O.N (ammonia water). Solvent: O (water). Reaction conditions: time 3 hour. The product is NC(C(=O)N)C1=C(C=C(C=C1)Cl)F (2-amino-2-(4-chloro-2-fluorophenyl)acetamide). The yield is 82.0%. As a reaction SMILES: S(=O)(=O)(O)O.[NH2:6][CH:7]([C:10]1[CH:15]=[CH:14][C:13]([Cl:16])=[CH:12][C:11]=1[F:17])[C:8]#[N:9].[OH2:18].N>O>[NH2:6][CH:7]([C:10]1[CH:15]=[CH:14][C:13]([Cl:16])=[CH:12][C:11]=1[F:17])[C:8]([NH2:9])=[O:18] |f:2.3|. Procedure details: Then, 20 g of concentrated sulfuric acid was added to 1.03 g of water, to which 17 g of 2-amino-2-(4-chloro-2-fluorophenyl)acetonitrile was added under ice cooling, and the mixture was heated at 50° to 60° C. under stirring for 3 hours. After completion of the reaction, the reaction mixture was poured into 100 ml of concentrated ammonia water cooled with ice in such a manner that the temperature of the solution became not higher than 20° C. The precipitated crystals were collected by filtration,... As a reaction SMILES: N1CCCC1.[OH:6][C:7]1[C:8]([C:16](=[O:18])[CH3:17])=[CH:9][C:10]2[O:14][CH2:13][O:12][C:11]=2[CH:15]=1.[C:19]1([CH2:25][CH2:26][N:27]2[CH2:32][CH2:31][C:30](=O)[CH2:29][CH2:28]2)[CH:24]=[CH:23][CH:22]=[CH:21][CH:20]=1.[ClH:34]>CO.C(O)C>[ClH:34].[C:19]1([CH2:25][CH2:26][N:27]2[CH2:32][CH2:31][C:30]3([CH2:17][C:16](=[O:18])[C:8]4[CH:9]=[C:10]5[O:14][CH2:13][O:12][C:11]5=[CH:15][C:7]=4[O:6]3)[CH2:29][CH2:28]2)[CH:24]=[CH:23][CH:22]=[CH:21][CH:20]=1 |f:6.7|. Reaction conditions: time 10 minute. Starting materials: C1(=CC=CC=C1)CCN1CCC(CC1)=O (1-(2-phenylethyl)-4-piperidinone), Cl (HCl), N1CCCC1 (Pyrrolidine), OC=1C(=CC2=C(OCO2)C1)C(C)=O (1-(6-hydroxy-1,3-benzodioxol-5-yl)ethanone). Procedure details: Pyrrolidine (83 ml, 71 mg, 1 mmol) was added to a mixture of 1-(6-hydroxy-1,3-benzodioxol-5-yl)ethanone [prepared as described by K. Fukui and M. Nakayama, Bull. Chem. Soc. Jap., 1963, 37, 300.](180 mg, 1 mmol) in methanol (1 ml). The mixture was stirred for 10 minutes, then 1-(2-phenylethyl)-4-piperidinone (203 mg, 1 mmol) in methanol (1 ml) was added and the mixture was heated under reflux for 1.5 hours. The mixture was cooled, the solvent was evaporated under reduced pressure and aqueous sodi... The yield is 38.0%. The solvent is CO (methanol), C(C)O (ethanol), CO (methanol). The product is Cl.C1(=CC=CC=C1)CCN1CCC2(CC1)OC1=C(C(C2)=O)C=C2C(=C1)OCO2 (1'-(2-Phenylethyl)-7,8-dihydro-8-oxospiro[6H-1,3-dioxolo[4,5-g][1]benzopyran-6,4'-piperidine] hydrochloride).